Dataset: the Open Reaction Database (ORD), a public repository of structured organic reaction records. Task: describe an organic reaction: reactants, conditions, products, and yield The reactants are CC(C)(OC1=NC=C(C(=N1)OC(C)(C)C)C1(C2=C(C=CC3=C1C=CC=C3)C=CC=C2)O)C (5-(2,4-bis(1,1-dimethylethoxy)pyrimidin-5-yl)-5H-dibenzo[a,d]cyclohepten-5-ol), C(C)[SiH](CC)CC (triethylsilane), FC(C(=O)O)(F)F (trifluoroacetic acid). Run in ClCCl (dichloromethane). Run at time 8 hour. Yields the product C1=CC=CC=2C(C3=C(C=CC21)C=CC=C3)C=3C(NC(NC3)=O)=O (5-{5H-Dibenzo[a,d]cyclohepten-5-yl}-2,4(1H,3H)-pyrimidinedione). Reaction SMILES: CC(C)([O:4][C:5]1[N:10]=[C:9]([O:11]C(C)(C)C)[C:8]([C:16]2(O)[C:22]3[CH:23]=[CH:24][CH:25]=[CH:26][C:21]=3[CH:20]=[CH:19][C:18]3[CH:27]=[CH:28][CH:29]=[CH:30][C:17]2=3)=[CH:7][N:6]=1)C.C([SiH](CC)CC)C.FC(F)(F)C(O)=O>ClCCl>[CH:27]1[C:18]2[CH:19]=[CH:20][C:21]3[CH:26]=[CH:25][CH:24]=[CH:23][C:22]=3[CH:16]([C:8]3[C:9](=[O:11])[NH:10][C:5](=[O:4])[NH:6][CH:7]=3)[C:17]=2[CH:30]=[CH:29][CH:28]=1. Reported procedure: To a stirred solution of the 5-(2,4-bis(1,1-dimethylethoxy)pyrimidin-5-yl)-5H-dibenzo[a,d]cyclohepten-5-ol and triethylsilane (64 ml) in dry dichloromethane (400 ml) at 0° C. was added trifluoroacetic acid (150 ml) dropwise over ten minutes. The cooling bath was removed and the solution was stirred at room temperature overnight. Toluene (300 ml) was added and solution was evaporated under vacuum. The residue was azeotroped with toluene (3 times). The oil was treated with diethyl ether and the pr...